From a dataset of the Open Reaction Database (ORD), a public repository of structured organic reaction records. describe an organic reaction: reactants, conditions, products, and yield Reactants: C(C1=CC=CC=C1)(=O)C=1NC=CC1 (2-benzoylpyrrole), BrCC(=O)OC (methyl bromoacetate), O (water), CC(C)([O-])C.[K+] (Potassium tert-butoxide). Solvent: CN(C)C=O (DMF), CN(C)C=O (DMF), CN(C)C=O (DMF). Run at time 16 hour. Yields the product C(C1=CC=CC=C1)(=O)C=1N(C=CC1)CC(=O)OC (methyl (2-benzoylpyrrol-1-yl)acetate). The yield is 89.3%. Reaction SMILES: CC(C)([O-])C.[K+].[C:7]([C:15]1[NH:16][CH:17]=[CH:18][CH:19]=1)(=[O:14])[C:8]1[CH:13]=[CH:12][CH:11]=[CH:10][CH:9]=1.Br[CH2:21][C:22]([O:24][CH3:25])=[O:23].O>CN(C=O)C>[C:7]([C:15]1[N:16]([CH2:21][C:22]([O:24][CH3:25])=[O:23])[CH:17]=[CH:18][CH:19]=1)(=[O:14])[C:8]1[CH:9]=[CH:10][CH:11]=[CH:12][CH:13]=1 |f:0.1|. Procedure details: Potassium tert-butoxide (7.22, 0.064 mol) was dissolved in DMF (40 ml) and 2-benzoylpyrrole (10 g, 0.058 mol) in DMF (10 ml) was added dropwise with stirring at room temperature. This was left for 16 hours then cooled to 0° C. when methyl bromoacetate (5.4 ml, 0.058 mol) in DMF (5 ml) was added dropwise. The reaction mixture was stirred for 16 hours then poured into water (150 ml) and extracted with diethyl ether (2×100 ml). The extracts were washed with brine (2×75 ml) dried and evaporated to g...